From a dataset of the Open Reaction Database (ORD), a public repository of structured organic reaction records. describe an organic reaction: reactants, conditions, products, and yield The reactants are BrC1=CC(=C(CNC[C@@H]2CC[C@H](CC2)CNC2=NC3=CC=CC=C3C(=N2)N(C)C)C=C1)OC(F)(F)F (trans-N2-{4-[(4-bromo-2-trifluoromethoxy-benzylamino)-methyl]-cyclohexylmethyl}-N4,N4-dimethyl-quinazoline-2,4-diamine), C=O (formaldehyde), C(C)(=O)O (acetic acid), [BH-](OC(=O)C)(OC(=O)C)OC(=O)C.[Na+] (NaBH(OAc)3). Run in C(Cl)Cl (CH2Cl2). Conditions: time 19 hour. Product: BrC1=CC(=C(CN(C)C[C@@H]2CC[C@H](CC2)CNC2=NC3=CC=CC=C3C(=N2)N(C)C)C=C1)OC(F)(F)F (trans-N2-(4-{[(4-bromo-2-trifluoromethoxy-benzyl)-methyl-amino]-methyl}-cyclohexylmethyl)-N4,N4-dimethyl-quinazoline-2,4-diamine). The yield is 50.7%. Reaction SMILES: [Br:1][C:2]1[CH:31]=[CH:30][C:5]([CH2:6][NH:7][CH2:8][C@H:9]2[CH2:14][CH2:13][C@H:12]([CH2:15][NH:16][C:17]3[N:26]=[C:25]([N:27]([CH3:29])[CH3:28])[C:24]4[C:19](=[CH:20][CH:21]=[CH:22][CH:23]=4)[N:18]=3)[CH2:11][CH2:10]2)=[C:4]([O:32][C:33]([F:36])([F:35])[F:34])[CH:3]=1.C=O.[C:39](O)(=O)C.[BH-](OC(C)=O)(OC(C)=O)OC(C)=O.[Na+]>C(Cl)Cl>[Br:1][C:2]1[CH:31]=[CH:30][C:5]([CH2:6][N:7]([CH2:8][C@H:9]2[CH2:10][CH2:11][C@H:12]([CH2:15][NH:16][C:17]3[N:26]=[C:25]([N:27]([CH3:29])[CH3:28])[C:24]4[C:19](=[CH:20][CH:21]=[CH:22][CH:23]=4)[N:18]=3)[CH2:13][CH2:14]2)[CH3:39])=[C:4]([O:32][C:33]([F:35])([F:36])[F:34])[CH:3]=1 |f:3.4|. Reported procedure: To a solution of trans-N2-{4-[(4-bromo-2-trifluoromethoxy-benzylamino)-methyl]-cyclohexylmethyl}-N4,N4-dimethyl-quinazoline-2,4-diamine obtained in step B of example 15 (290 mg, 0.52 mmol) in CH2Cl2 (3 mL) were added 37% aqueous formaldehyde (42 mg, 0.52 mmol), acetic acid (31 mg, 0.52 mmol), and NaBH(OAc)3 (165 mg, 0.78 mmol). The reaction mixture was stirred at ambient temperature for 19 hr. The reaction was quenched with saturated aqueous NaHCO3 The aqueous layer was extracted with CHCl3 (thr... The reactants are CC1CO1, CO, O=[N+]([O-])c1ccc(N2CCNCC2)c(F)c1. Product: CC(O)CN1CCN(c2ccc([N+](=O)[O-])cc2F)CC1. Reaction SMILES: [CH2:19]1[CH:20]([CH3:21])[O:22]1.[CH3:17][OH:18].[F:1][c:2]1[c:3]([N:11]2[CH2:12][CH2:13][NH:14][CH2:15][CH2:16]2)[cH:4][cH:5][c:6]([N+:8](=[O:9])[O-:10])[cH:7]1>>[F:1][c:2]1[c:3]([N:11]2[CH2:12][CH2:13][N:14]([CH2:19][CH:20]([CH3:21])[OH:22])[CH2:15][CH2:16]2)[cH:4][cH:5][c:6]([N+:8](=[O:9])[O-:10])[cH:7]1. The reactants are BrC1=CC(=C(C=C1)S(=O)(=O)NCC1CC1)C(F)(F)F (4-Bromo-N-cyclopropylmethyl-2-trifluoromethyl-benzenesulfonamide), C=1C=CC(=CC1)P(C=2C=CC=CC2)C3=CC=C4C=CC=CC4=C3C5=C6C=CC=CC6=CC=C5P(C=7C=CC=CC7)C=8C=CC=CC8 (BINAP), C([O-])([O-])=O.[Cs+].[Cs+] (cesium carbonate), NC1=CC=C2CCN(C2=C1)C(C)=O (1-(6-Amino-2,3-dihydro-indol-1-yl)-ethanone). Reagents/catalysts: CC(=O)[O-].CC(=O)[O-].[Pd+2] (Pd(OAc)2). Solvent: C1(=CC=CC=C1)C (toluene). Run at time 12 hour. Yields the product C(C)(=O)N1CCC2=CC=C(C=C12)NC1=CC(=C(C=C1)S(=O)(=O)NCC1CC1)C(F)(F)F (4-(1-Acetyl-2,3-dihydro-1H-indol-6-ylamino)-N-cyclopropylmethyl-2-trifluoromethyl-benzenesulfonamide). RXN SMILES: Br[C:2]1[CH:7]=[CH:6][C:5]([S:8]([NH:11][CH2:12][CH:13]2[CH2:15][CH2:14]2)(=[O:10])=[O:9])=[C:4]([C:16]([F:19])([F:18])[F:17])[CH:3]=1.C1C=CC(P(C2C(C3C(P(C4C=CC=CC=4)C4C=CC=CC=4)=CC=C4C=3C=CC=C4)=C3C(C=CC=C3)=CC=2)C2C=CC=CC=2)=CC=1.C(=O)([O-])[O-].[Cs+].[Cs+].[NH2:72][C:73]1[CH:81]=[C:80]2[C:76]([CH2:77][CH2:78][N:79]2[C:82](=[O:84])[CH3:83])=[CH:75][CH:74]=1>C1(C)C=CC=CC=1.CC([O-])=O.CC([O-])=O.[Pd+2]>[C:82]([N:79]1[C:80]2[C:76](=[CH:75][CH:74]=[C:73]([NH:72][C:2]3[CH:7]=[CH:6][C:5]([S:8]([NH:11][CH2:12][CH:13]4[CH2:15][CH2:14]4)(=[O:10])=[O:9])=[C:4]([C:16]([F:19])([F:18])[F:17])[CH:3]=3)[CH:81]=2)[CH2:77][CH2:78]1)(=[O:84])[CH3:83] |f:2.3.4,7.8.9|. Reported procedure: A mixture of 4-Bromo-N-cyclopropylmethyl-2-trifluoromethyl-benzenesulfonamide (51 mg), Pd(OAc)2 (3.2 mg), BINAP (14 mg), cesium carbonate (55 mg) and 1-(6-Amino-2,3-dihydro-indol-1-yl)-ethanone (50 mg) in 15 ml toluene was relaxed for 12 hours. The reaction mixture was eluted through a silica bed with Toluene and then with PE:EtOAc (70:30). The toluene fraction was discarded and the solvent of the PE:EtOAc fraction was removed under reduced pressure. The crude product was purified by Combiflash ... Reactants: CC(C)(C)C(=N)N.Cl (t-butyl-carbamidine-hydrochloride), C(C)(=O)[O-].[Na+] (sodium acetate), C(C)(=O)C(C(=O)NCCCC1=CC=CC=C1)=CC1=CC(=CC(=C1)Cl)Cl (2-acetyl-3-(3,5-dichlorophenyl)-N-(3-phenylpropyl) acrylamide). Run in CN(C)C=O (DMF). Conditions: temperature 80 celsius, time 1 day. Yields the product C(C)(C)(C)C1=NC(=C(C(=N1)C1=CC(=CC(=C1)Cl)Cl)C(=O)NCCCC1=CC=CC=C1)C (2-(t-butyl)-4-(3,5-dichlorophenyl)-6-methyl-N-(3-phenylpropyl)-5-pyrimidinecarboxamide). RXN SMILES: [C:1]([C:4](=[CH:17][C:18]1[CH:23]=[C:22]([Cl:24])[CH:21]=[C:20]([Cl:25])[CH:19]=1)[C:5]([NH:7][CH2:8][CH2:9][CH2:10][C:11]1[CH:16]=[CH:15][CH:14]=[CH:13][CH:12]=1)=[O:6])(=O)[CH3:2].[CH3:26][C:27]([C:30]([NH2:32])=[NH:31])([CH3:29])[CH3:28].Cl.C([O-])(=O)C.[Na+]>CN(C=O)C>[C:27]([C:30]1[N:32]=[C:17]([C:18]2[CH:23]=[C:22]([Cl:24])[CH:21]=[C:20]([Cl:25])[CH:19]=2)[C:4]([C:5]([NH:7][CH2:8][CH2:9][CH2:10][C:11]2[CH:16]=[CH:15][CH:14]=[CH:13][CH:12]=2)=[O:6])=[C:1]([CH3:2])[N:31]=1)([CH3:29])([CH3:28])[CH3:26] |f:1.2,3.4|. Reported procedure: 100 mg (0.266 mmol) of 2-acetyl-3-(3,5-dichlorophenyl)-N-(3-phenylpropyl) acrylamide was dissolved in 5 ml of DMF. 54.5 mg (0.399 mmol) of t-butyl-carbamidine-hydrochloride and 32.7 mg (0.399 mmol) of sodium acetate were added at room temperature and stirred at 80° C. for one day. After DMF was evaporated under reduced pressure, the reaction mixture was diluted with ethyl acetate and washed with saturated aqueous sodium chloride solution. The organic layer was dried over anhydrous magnesium sulf... The product is Cc1c(C)c2c(c(C)c1NC(=O)NCCCO)C(c1ccc(C(C)C)cc1)CO2. As a reaction SMILES: [C:36]([O:37][CH2:38][CH3:39])(=[O:40])[CH3:41].[CH3:42][CH2:43][CH2:44][CH2:45][CH2:46][CH3:47].[CH:1]([CH3:2])([CH3:3])[c:4]1[cH:5][cH:6][c:7]([CH:10]2[CH2:11][O:12][c:13]3[c:14]2[c:15]([CH3:30])[c:16]([NH:21][C:22]([O:23][CH2:24][C:25]([Cl:26])([Cl:27])[Cl:28])=[O:29])[c:17]([CH3:20])[c:18]3[CH3:19])[cH:8][cH:9]1.[NH2:31][CH2:32][CH2:33][CH2:34][OH:35]>>[CH:1]([CH3:2])([CH3:3])[c:4]1[cH:5][cH:6][c:7]([CH:10]2[CH2:11][O:12][c:13]3[c:14]2[c:15]([CH3:30])[c:16]([NH:21][C:22](=[O:29])[NH:31][CH2:32][CH2:33][CH2:34][OH:35])[c:17]([CH3:20])[c:18]3[CH3:19])[cH:8][cH:9]1. Reactants: CCOC(C)=O, CCCCCC, Cc1c(C)c2c(c(C)c1NC(=O)OCC(Cl)(Cl)Cl)C(c1ccc(C(C)C)cc1)CO2, NCCCO.